Dataset: the Open Reaction Database (ORD), a public repository of structured organic reaction records. Task: describe an organic reaction: reactants, conditions, products, and yield Reactants: ClC=1C=CC2=C(C1)C=1C(=NC=CC1)O2 (6-chlorobenzofuro[2,3-b]pyridine), C1=CC=CC=2C3=CC=CC=C3N(C12)C=1C=CC=2NC3=CC=CC=C3C2C1 (3-(9-carbazolyl)carbazole), P(C(C)(C)C)(C(C)(C)C)C(C)(C)C (P(t-Bu)3), [K] (potassium). Reagents/catalysts: CC(=O)[O-].CC(=O)[O-].[Pd+2] (Pd(OAc)2). The solvent is C=1(C(=CC=CC1)C)C (xylene). Conditions: time 36 hour. The product is C1=CC(=CC=2C3=CC=CC=C3N(C12)C=1C=CC2=C(C1)C=1C(=NC=CC1)O2)N2C1=CC=CC=C1C=1C=CC=CC21 (6-(9H-3,9′-bicarbazol-9-yl)benzofuro[2,3-b]pyridine). Isolated yield 60.3%. As a reaction SMILES: Cl[C:2]1[CH:3]=[CH:4][C:5]2[O:14][C:9]3=[N:10][CH:11]=[CH:12][CH:13]=[C:8]3[C:6]=2[CH:7]=1.[CH:15]1[C:27]2[N:26]([C:28]3[CH:29]=[CH:30][C:31]4[NH:32][C:33]5[C:38]([C:39]=4[CH:40]=3)=[CH:37][CH:36]=[CH:35][CH:34]=5)[C:25]3[C:20](=[CH:21][CH:22]=[CH:23][CH:24]=3)[C:19]=2[CH:18]=[CH:17][CH:16]=1.P(C(C)(C)C)(C(C)(C)C)C(C)(C)C.[K]>CC([O-])=O.CC([O-])=O.[Pd+2].C1(C)C(C)=CC=CC=1>[CH:30]1[C:31]2[N:32]([C:2]3[CH:3]=[CH:4][C:5]4[O:14][C:9]5=[N:10][CH:11]=[CH:12][CH:13]=[C:8]5[C:6]=4[CH:7]=3)[C:33]3[C:38](=[CH:37][CH:36]=[CH:35][CH:34]=3)[C:39]=2[CH:40]=[C:28]([N:26]2[C:25]3[CH:24]=[CH:23][CH:22]=[CH:21][C:20]=3[C:19]3[C:27]2=[CH:15][CH:16]=[CH:17][CH:18]=3)[CH:29]=1 |f:4.5.6,^1:53|. Procedure: The 300 mL round bottom flask, equipped with magnetic stirrer and refluxed condenser, was charged with 6-chlorobenzofuro[2,3-b]pyridine (2.04 g, 10 mmol), 3-(9-carbazolyl)carbazole (3.32 g, 10 mmol), Pd(OAc)2 (450 mg, 20 mol %), P(t-Bu)3 (10 mL of 1M solution in toluene, 10 mmol), potassium tert-buthoxide (1.92 g, 20 mmol) and 150 ml of xylene. The flask was filled with nitrogen, and the reaction mixture was heated to reflux and stirred under nitrogen atmosphere for 36 hours. Then the reaction w...